Dataset: the Open Reaction Database (ORD), a public repository of structured organic reaction records. Task: describe an organic reaction: reactants, conditions, products, and yield Reactants: C1CCOC1, ClCC1CO1, [H-], [Na+], CN(C)C=O, Oc1ccc2c(c1)ncn2-c1ccccc1. Yields the product c1ccc(-n2cnc3cc(OCC4CO4)ccc32)cc1. Reaction SMILES: [CH2:24]1[O:25][CH2:26][CH2:27][CH2:28]1.[Cl:19][CH2:20][CH:21]1[CH2:22][O:23]1.[H-:17].[Na+:18].[O:29]=[CH:30][N:31]([CH3:32])[CH3:33].[OH:1][c:2]1[cH:3][c:4]2[c:5]([n:6](-[c:9]3[cH:10][cH:11][cH:12][cH:13][cH:14]3)[cH:7][n:8]2)[cH:15][cH:16]1>>[O:1]([c:2]1[cH:3][c:4]2[c:5]([n:6](-[c:9]3[cH:10][cH:11][cH:12][cH:13][cH:14]3)[cH:7][n:8]2)[cH:15][cH:16]1)[CH2:20][CH:21]1[CH2:22][O:23]1.